Dataset: the Open Reaction Database (ORD), a public repository of structured organic reaction records. Task: describe an organic reaction: reactants, conditions, products, and yield Starting materials: NC=1C=C(OC2=CC=C(C=C2)C=2N=C(N3C2C(=NC=C3)N)C3CCC3)C=CC1 (1-[4-(3-aminophenoxy)-phenyl]-3-cyclobutylimidazo[1,5-a]pyrazin-8-ylamine), C1(CCC1)C1=NC(=C2N1C=CN=C2N)C2=CC(=C(C=C2)OC2=CC=CC=C2)[N+](=O)[O-] (3-cyclobutyl-1-(3-nitro-4-phenoxy-phenyl)-imidazo[1,5-a]pyrazin-8-ylamine). The product is NC=1C=C(C=CC1OC1=CC=CC=C1)C=1N=C(N2C1C(=NC=C2)N)C2CCC2 (1-(3-Amino-4-phenoxy-phenyl)-3-cyclobutyl-imidazo[1,5-a]pyrazin-8-ylamine). As a reaction SMILES: NC1C=C(C=CC=1)OC1C=CC(C2N=C(C3CCC3)N3C=CN=C(N)C=23)=CC=1.[CH:29]1([C:33]2[N:37]3[CH:38]=[CH:39][N:40]=[C:41]([NH2:42])[C:36]3=[C:35]([C:43]3[CH:48]=[CH:47][C:46]([O:49][C:50]4[CH:55]=[CH:54][CH:53]=[CH:52][CH:51]=4)=[C:45]([N+:56]([O-])=O)[CH:44]=3)[N:34]=2)[CH2:32][CH2:31][CH2:30]1>>[NH2:56][C:45]1[CH:44]=[C:43]([C:35]2[N:34]=[C:33]([CH:29]3[CH2:32][CH2:31][CH2:30]3)[N:37]3[CH:38]=[CH:39][N:40]=[C:41]([NH2:42])[C:36]=23)[CH:48]=[CH:47][C:46]=1[O:49][C:50]1[CH:51]=[CH:52][CH:53]=[CH:54][CH:55]=1. Procedure details: Prepared according to a procedure analogous to that described for 1-[4-(3-aminophenoxy)-phenyl]-3-cyclobutylimidazo[1,5-a]pyrazin-8-ylamine, except using 3-cyclobutyl-1-(3-nitro-4-phenoxy-phenyl)-imidazo[1,5-a]pyrazin-8-ylamine.